Dataset: the Open Reaction Database (ORD), a public repository of structured organic reaction records. Task: describe an organic reaction: reactants, conditions, products, and yield Reactants: ClC1=C(C(=C(C=C1)[C@@H](CC)N[C@H](CC(=O)N)C)F)C(=O)C1=CC=C(C=C1)C#N ((3S)-3-{[(1R)-1-{4-chloro-3-[(4-cyanophenyl)carbonyl]-2-fluorophenyl}propyl]amino}-butanamide), compound, Cl (HCl), CCOC(=O)C (EtOAc). Run at time 48 hour. The product is C(N)(=O)C[C@H](C)N[C@H](CC)C=1C(=C(C(=CC1)Cl)C(=O)C1=CC=C(C(=O)O)C=C1)F (4-({3-[(1R)-1-{[(2S)-1-carbamoylpropan-2-yl]amino}propyl]-6-chloro-2-fluorophenyl}carbonyl)-benzoic acid). RXN SMILES: [Cl:1][C:2]1[CH:7]=[CH:6][C:5]([C@H:8]([NH:11][C@@H:12]([CH3:17])[CH2:13][C:14]([NH2:16])=[O:15])[CH2:9][CH3:10])=[C:4]([F:18])[C:3]=1[C:19]([C:21]1[CH:26]=[CH:25]C(C#N)=[CH:23][CH:22]=1)=[O:20].Cl.CC[O:32][C:33]([CH3:35])=[O:34]>>[C:14]([CH2:13][C@@H:12]([NH:11][C@@H:8]([C:5]1[C:4]([F:18])=[C:3]([C:19]([C:21]2[CH:26]=[CH:25][C:35]([C:33]([OH:32])=[O:34])=[CH:23][CH:22]=2)=[O:20])[C:2]([Cl:1])=[CH:7][CH:6]=1)[CH2:9][CH3:10])[CH3:17])(=[O:15])[NH2:16]. Procedure details: To (3S)-3-{[(1R)-1-{4-chloro-3-[(4-cyanophenyl)carbonyl]-2-fluorophenyl}propyl]amino}-butanamide (compound of Example 91) (0.024 g, 0.06 mmol) added EtOAc (0.1 ml) and 6M HCl (0.1 ml)stirred at ambient 48 hours, evaporated down, residue dissolved in DMSO (0.1 ml) treated with K2CO3 (spatula end) stirred ambient for 16 hours, some primary amide product visible, further DMSO (0.1 ml) and 2M NaOH (0.2 ml) added stirred ambient 16 hours to give predominantly the acid. Reaction products purified by P... Starting materials: ClC=1C=C(CNC=2C=C(C=CC2C(C(F)(F)F)=O)N2CCN(CC2)C(=O)OC(C)(C)C)C=C(C1)Cl (tert-butyl 4-(3-(3,5-dichlorobenzylamino)-4-(2,2,2-trifluoroacetyl)phenyl)-piperazine-1-carboxylate), FC(C(=O)O)(F)F (trifluoroacetic acid). The solvent is ClCCl (dichloromethane). Run at time 3 hour. The product is Cl.ClC=1C=C(CNC2=C(C=CC(=C2)N2CCNCC2)C(C(F)(F)F)=O)C=C(C1)Cl (1-(2-(3,5-Dichlorobenzylamino)-4-(piperazin-1-yl)phenyl)-2,2,2-trifluoroethanone hydrochloride). The yield is 136.5%. As a reaction SMILES: [Cl:1][C:2]1[CH:3]=[C:4]([CH:32]=[C:33]([Cl:35])[CH:34]=1)[CH2:5][NH:6][C:7]1[CH:8]=[C:9]([N:19]2[CH2:24][CH2:23][N:22](C(OC(C)(C)C)=O)[CH2:21][CH2:20]2)[CH:10]=[CH:11][C:12]=1[C:13](=[O:18])[C:14]([F:17])([F:16])[F:15].FC(F)(F)C(O)=O>ClCCl>[ClH:1].[Cl:1][C:2]1[CH:3]=[C:4]([CH:32]=[C:33]([Cl:35])[CH:34]=1)[CH2:5][NH:6][C:7]1[CH:8]=[C:9]([N:19]2[CH2:24][CH2:23][NH:22][CH2:21][CH2:20]2)[CH:10]=[CH:11][C:12]=1[C:13](=[O:18])[C:14]([F:16])([F:17])[F:15] |f:3.4|. Reported procedure: A mixture of tert-butyl 4-(3-(3,5-dichlorobenzylamino)-4-(2,2,2-trifluoroacetyl)phenyl)-piperazine-1-carboxylate (0.25 g, 0.5 mmol), trifluoroacetic acid (5 mL) and dichloromethane (10 mL) was stirred for 3 h and concentrated in vacuo. The residue was dissolved in dichloromethane; this solution was washed with aqueous NaHCO3 solution, dried over Na2SO4 and concentrated in vacuo. The yellow solid residue was dissolved in dichloromethane (1 mL), reacted with 1 N HCl in ether (1 mL) and concentrate...